From a dataset of the Open Reaction Database (ORD), a public repository of structured organic reaction records. describe an organic reaction: reactants, conditions, products, and yield Reactants: CO, COC(=O)c1c[nH]c(Sc2cc(Cl)cc(Cl)c2)c1, [Na+], [OH-]. Yields the product O=C(O)c1c[nH]c(Sc2cc(Cl)cc(Cl)c2)c1. Reaction SMILES: [CH3:21][OH:22].[Cl:1][c:2]1[cH:3][c:4]([S:9][c:10]2[cH:11][c:12]([C:15](=[O:16])[O:17][CH3:18])[cH:13][nH:14]2)[cH:5][c:6]([Cl:8])[cH:7]1.[Na+:20].[OH-:19]>>[Cl:1][c:2]1[cH:3][c:4]([S:9][c:10]2[cH:11][c:12]([C:15](=[O:16])[OH:17])[cH:13][nH:14]2)[cH:5][c:6]([Cl:8])[cH:7]1. Starting materials: OC(COC1=C2CCN(C2=CC=C1)C=O)CN1CCC(CC1)COC1=CC=C(C=C1)N (4-{2-Hydroxy-3-[4-(4-aminophenoxymethyl)-piperidino]-propoxy}-1-formylindoline), C[O-].[Na+] (sodium methylate), C(C)(=O)OC(C)=O (acetic anhydride), N1=CC=CC=C1 (pyridine). Solvent: CO (methanol). Product: OC(COC1=C2CCN(C2=CC=C1)C=O)CN1CCC(CC1)COC1=CC=C(C=C1)NC(C)=O (4-{2-Hydroxy-3-[4-(4-acetamidophenoxymethyl)-piperidino]-propoxy}-1-formylindoline). Reaction SMILES: [OH:1][CH:2]([CH2:16][N:17]1[CH2:22][CH2:21][CH:20]([CH2:23][O:24][C:25]2[CH:30]=[CH:29][C:28]([NH2:31])=[CH:27][CH:26]=2)[CH2:19][CH2:18]1)[CH2:3][O:4][C:5]1[CH:13]=[CH:12][CH:11]=[C:10]2[C:6]=1[CH2:7][CH2:8][N:9]2[CH:14]=[O:15].[C:32](OC(=O)C)(=[O:34])[CH3:33].N1C=CC=CC=1.C[O-].[Na+]>CO>[OH:1][CH:2]([CH2:16][N:17]1[CH2:18][CH2:19][CH:20]([CH2:23][O:24][C:25]2[CH:30]=[CH:29][C:28]([NH:31][C:32](=[O:34])[CH3:33])=[CH:27][CH:26]=2)[CH2:21][CH2:22]1)[CH2:3][O:4][C:5]1[CH:13]=[CH:12][CH:11]=[C:10]2[C:6]=1[CH2:7][CH2:8][N:9]2[CH:14]=[O:15] |f:3.4|. Reported procedure: 3.3 g. 4-{2-Hydroxy-3-[4-(4-aminophenoxymethyl)-piperidino]-propoxy}-1-formylindoline (preparation see Example 15b) are stirred with a mixture of 25 ml. acetic anhydride and 25 ml. pyridine for 10 hours at ambient temperature, then evaporated in a vacuum and the residue dissolved in water and dichloromethane. After neutralization with sodium bicarbonate, the organic phase is distilled and the residue obtained is converted in methanol with sodium methylate solution into the desired compound. By s...